This data is from the Open Reaction Database (ORD), a public repository of structured organic reaction records. The task is: describe an organic reaction: reactants, conditions, products, and yield Starting materials: [Br-], CC1(C)C(C=C(Br)c2ccc(Cl)cc2)C1C(=O)O, CCCC[N+](CCCC)(CCCC)CCCC, Cc1ccccc1, CCCCCC, [Cl-], N#C[Na], O=Cc1ccc(F)c(Oc2ccccc2)c1, O. Product: CC1(C)C(C=C(Br)c2ccc(Cl)cc2)C1C(=O)OC(C#N)c1ccc(F)c(Oc2ccccc2)c1. As a reaction SMILES: [Br-:40].[CH3:18][C:19]1([CH3:35])[CH:20]([C:32](=[O:33])[OH:34])[CH:21]1[CH:22]=[C:23]([c:24]1[cH:25][cH:26][c:27]([Cl:30])[cH:28][cH:29]1)[Br:31].[CH3:41][CH2:42][CH2:43][CH2:44][N+:45]([CH2:46][CH2:47][CH2:48][CH3:49])([CH2:50][CH2:51][CH2:52][CH3:53])[CH2:54][CH2:55][CH2:56][CH3:57].[CH3:58][c:59]1[cH:60][cH:61][cH:62][cH:63][cH:64]1.[CH3:65][CH2:66][CH2:67][CH2:68][CH2:69][CH3:70].[Cl-:17].[Na:36][C:37]#[N:38].[O:1]([c:2]1[cH:3][cH:4][cH:5][cH:6][cH:7]1)[c:8]1[cH:9][c:10]([CH:11]=[O:12])[cH:13][cH:14][c:15]1[F:16].[OH2:39]>>[O:1]([c:2]1[cH:3][cH:4][cH:5][cH:6][cH:7]1)[c:8]1[cH:9][c:10]([CH:11]([O:12][C:32]([CH:20]2[C:19]([CH3:18])([CH3:35])[CH:21]2[CH:22]=[C:23]([c:24]2[cH:25][cH:26][c:27]([Cl:30])[cH:28][cH:29]2)[Br:31])=[O:33])[C:37]#[N:38])[cH:13][cH:14][c:15]1[F:16].